describe an organic reaction: reactants, conditions, products, and yield From a dataset of the Open Reaction Database (ORD), a public repository of structured organic reaction records. Reactants: N#Cc1c(CBr)cccc1[N+](=O)[O-], O=C([O-])[O-], CN(C)C=O, [K+], [K+], O, Oc1ccc(Cl)cc1, c1ccncc1. Yields the product N#Cc1c(COc2ccc(Cl)cc2)cccc1[N+](=O)[O-]. RXN SMILES: [Br:15][CH2:16][c:17]1[c:18]([C:19]#[N:20])[c:21]([N+:25](=[O:26])[O-:27])[cH:22][cH:23][cH:24]1.[C:9](=[O:10])([O-:11])[O-:12].[CH3:28][N:29]([CH3:30])[CH:31]=[O:32].[K+:13].[K+:14].[OH2:39].[OH:1][c:2]1[cH:3][cH:4][c:5]([Cl:6])[cH:7][cH:8]1.[cH:33]1[cH:34][cH:35][n:36][cH:37][cH:38]1>>[O:1]([c:2]1[cH:3][cH:4][c:5]([Cl:6])[cH:7][cH:8]1)[CH2:16][c:17]1[c:18]([C:19]#[N:20])[c:21]([N+:25](=[O:26])[O-:27])[cH:22][cH:23][cH:24]1.